Task: describe an organic reaction: reactants, conditions, products, and yield. Dataset: the Open Reaction Database (ORD), a public repository of structured organic reaction records Reactants: C(C)(=O)O[C@H]1C[C@@H](CC2=CC[C@H]3[C@@H]4CC[C@H]([C@@H](CC[C@H](C(C)(C)O)F)C)[C@]4(CC[C@@H]3[C@@]12C)C)OC(C)=O ([1α,3β,24R]-24-fluorocholest-5-en-1,3,25-triol 1,3-diacetate), C([O-])(O)=O.[Na+] (sodium bicarbonate), BrN1C(=O)N(C(=O)C1(C)C)Br (1,3-dibromo-5,5-dimethylhydantoin). The solvent is CCCCCC (hexane). Reaction conditions: temperature 80 celsius. Yields the product C(C)(=O)O[C@H]1C[C@@H](CC2=CC([C@H]3[C@@H]4CC[C@H]([C@@H](CC[C@H](C(C)(C)O)F)C)[C@]4(CC[C@@H]3[C@@]12C)C)Br)OC(C)=O ([1α,3β,7ξ,24R]-7-bromo-24-fluorcholest-5-en-1,3,25-triol 1,3-diacetate). RXN SMILES: [C:1]([O:4][C@@H:5]1[C@@:31]2([CH3:32])[C:9](=[CH:10][CH2:11][C@@H:12]3[C@@H:30]2[CH2:29][CH2:28][C@@:27]2([CH3:33])[C@H:13]3[CH2:14][CH2:15][C@@H:16]2[C@H:17]([CH3:26])[CH2:18][CH2:19][C@@H:20]([F:25])[C:21]([OH:24])([CH3:23])[CH3:22])[CH2:8][C@@H:7]([O:34][C:35](=[O:37])[CH3:36])[CH2:6]1)(=[O:3])[CH3:2].C(=O)(O)[O-].[Na+].[Br:43]N1C(C)(C)C(=O)N(Br)C1=O>CCCCCC>[C:1]([O:4][C@@H:5]1[C@@:31]2([CH3:32])[C:9](=[CH:10][CH:11]([Br:43])[C@@H:12]3[C@@H:30]2[CH2:29][CH2:28][C@@:27]2([CH3:33])[C@H:13]3[CH2:14][CH2:15][C@@H:16]2[C@H:17]([CH3:26])[CH2:18][CH2:19][C@@H:20]([F:25])[C:21]([OH:24])([CH3:22])[CH3:23])[CH2:8][C@@H:7]([O:34][C:35](=[O:37])[CH3:36])[CH2:6]1)(=[O:3])[CH3:2] |f:1.2|. Procedure details: A mixture of 0.520 g. (0.0010 mole) of [1α,3β,24R]-24-fluorocholest-5-en-1,3,25-triol 1,3-diacetate, 0.45 g. of sodium bicarbonate, 0.192 g. (0.00066 mole) of 1,3-dibromo-5,5-dimethylhydantoin and 25 ml. of hexane was heated at reflux (80° C.) for 1 hr and cooled. The mixture was filtered and the solids were triturated with hexane and filtered. The filtrates were evaporated to dryness to yield [1α,3β,7ξ,24R]-7-bromo-24-fluorcholest-5-en-1,3,25-triol 1,3-diacetate. Starting materials: ClC1=NC=CC(=N1)Cl (2,4-dichloropyrimidine), C([O-])([O-])=O.[K+].[K+] (potassium carbonate), BrC1=CN=CN1 (5-bromo-1-H-imidazole), O (water). Solvent: CN(C)C=O (DMF), CN(C)C=O (DMF). Reaction conditions: temperature 0 celsius. Product: BrC1=CN=CN1C1=NC(=NC=C1)Cl (4-(5-Bromo-imidazol-1-yl)-2-chloro-pyrimidine). Isolated yield 23.1%. As a reaction SMILES: [Cl:1][C:2]1[N:7]=[C:6](Cl)[CH:5]=[CH:4][N:3]=1.C(=O)([O-])[O-].[K+].[K+].[Br:15][C:16]1[NH:20][CH:19]=[N:18][CH:17]=1.O>CN(C=O)C>[Br:15][C:16]1[N:20]([C:6]2[CH:5]=[CH:4][N:3]=[C:2]([Cl:1])[N:7]=2)[CH:19]=[N:18][CH:17]=1 |f:1.2.3|. Reported procedure: To a solution of 2,4-dichloropyrimidine (0.447 g, 3 mmol) in anhydrous DMF (4 ml) was added potassium carbonate (0.415 g, 3 mmol). The reaction mixture was cooled (0° C.) under an inert atmosphere before the addition of 5-bromo-1-H-imidazole (0.441 g, 3 mmol) as solution in DMF (2 ml). The reaction was then allowed to stir at this temperature for a further 3 hours whereupon water (3 ml) was added. The resultant white precipitate was removed from the mixture by filtration and washed with water be... Reaction SMILES: [F:1][C:2]1[C:9](I)=[CH:8][C:5]([C:6]#[N:7])=[C:4]([O:11][CH3:12])[CH:3]=1.[Cl-].[Li+].[CH2:15]([Sn](CCCC)(CCCC)CCCC)[CH:16]=[CH2:17]>C1C=CC([P]([Pd]([P](C2C=CC=CC=2)(C2C=CC=CC=2)C2C=CC=CC=2)([P](C2C=CC=CC=2)(C2C=CC=CC=2)C2C=CC=CC=2)[P](C2C=CC=CC=2)(C2C=CC=CC=2)C2C=CC=CC=2)(C2C=CC=CC=2)C2C=CC=CC=2)=CC=1.C1(C)C=CC=CC=1>[F:1][C:2]1[C:9]([CH2:17][CH:16]=[CH2:15])=[CH:8][C:5]([C:6]#[N:7])=[C:4]([O:11][CH3:12])[CH:3]=1 |f:1.2,^1:34,36,55,74|. Conditions: temperature 115 celsius. The solvent is C1(=CC=CC=C1)C (toluene). Reactants: FC1=CC(=C(C#N)C=C1I)OC (4-fluoro-5-iodo-2-methoxybenzonitrile), [Cl-].[Li+] (lithium chloride), C(C=C)[Sn](CCCC)(CCCC)CCCC (Allyltributyltin). The reagents and catalysts are C=1C=CC(=CC1)[P](C=2C=CC=CC2)(C=3C=CC=CC3)[Pd]([P](C=4C=CC=CC4)(C=5C=CC=CC5)C=6C=CC=CC6)([P](C=7C=CC=CC7)(C=8C=CC=CC8)C=9C=CC=CC9)[P](C=1C=CC=CC1)(C=1C=CC=CC1)C=1C=CC=CC1 (Pd(Ph3P)4). Yields the product FC1=CC(=C(C#N)C=C1CC=C)OC (4-Fluoro-2-methoxy-5-(prop-2-en-1-yl)benzonitrile). Procedure: To a mixture of 4-fluoro-5-iodo-2-methoxybenzonitrile (2.5 g, 9.0 mmol), Pd(Ph3P)4 (1.0 g, 0.90 mmol) and lithium chloride (0.96 g, 23 mmol) under nitrogen was added anhydrous toluene (50 mL) and the mixture was flushed (3×) with nitrogen. Allyltributyltin (4.15 mL, 14 mmol) was added and the mixture was flushed again with nitrogen. The reaction was heated under nitrogen at 115° C. for 2.5 hours and then let cool to room temperature. TLC (10% ethyl acetate/Hexanes) showed several spots with a st... Reactants: FC(C1=CC(=NC=2N1N=CC2C#C)C2=CC=C(C=C2)C(F)(F)F)F (7-Difluoromethyl-3-ethynyl-5-(4-trifluoromethyl-phenyl)-pyrazolo[1,5-a]pyrimidine), BrC=1C=CC(=C(C1)S(=O)(=O)N)C (5-Bromo-2-methyl-benzenesulfonamide). Yields the product FC(C1=CC(=NC=2N1N=CC2C#CC=2C=CC(=C(C2)S(=O)(=O)N)C)C2=CC=C(C=C2)C(F)(F)F)F (5-[7-Difluoromethyl-5-(4-trifluoromethyl-phenyl)-pyrazolo[1,5-a]pyrimidin-3-ylethynyl]-2-methyl-benzenesulfonamide), solid. Isolated yield 43.0%. RXN SMILES: [F:1][CH:2]([F:24])[C:3]1[N:8]2[N:9]=[CH:10][C:11]([C:12]#[CH:13])=[C:7]2[N:6]=[C:5]([C:14]2[CH:19]=[CH:18][C:17]([C:20]([F:23])([F:22])[F:21])=[CH:16][CH:15]=2)[CH:4]=1.Br[C:26]1[CH:27]=[CH:28][C:29]([CH3:36])=[C:30]([S:32]([NH2:35])(=[O:34])=[O:33])[CH:31]=1>>[F:24][CH:2]([F:1])[C:3]1[N:8]2[N:9]=[CH:10][C:11]([C:12]#[C:13][C:26]3[CH:27]=[CH:28][C:29]([CH3:36])=[C:30]([S:32]([NH2:35])(=[O:33])=[O:34])[CH:31]=3)=[C:7]2[N:6]=[C:5]([C:14]2[CH:19]=[CH:18][C:17]([C:20]([F:23])([F:22])[F:21])=[CH:16][CH:15]=2)[CH:4]=1. Procedure details: The title compound was prepared from 7-Difluoromethyl-3-ethynyl-5-(4-trifluoromethyl-phenyl)-pyrazolo[1,5-a]pyrimidine (example C.2) (340 mg, 1.0 mmol) and 5-bromo-2-fluorobenzenesulfonamide (example B.18) (227 mg, 1.0 mmol) according to general procedure II. Obtained as a yellow solid (220 mg, 43%). MS (ISP) 507.3[(M+H)+]; mp 265-267° C. As a reaction SMILES: [CH2:25]1[O:26][CH2:27][CH2:28][CH2:29]1.[CH3:1][O:2][C:3]([CH2:4][n:5]1[cH:6][c:7]([C:15]([C:16]([F:17])([F:18])[F:19])=[O:20])[c:8]2[cH:9][cH:10][c:11]([Cl:14])[cH:12][c:13]12)=[O:21].[CH3:30][OH:31].[CH3:33][CH2:34][O:35][C:36]([CH3:37])=[O:38].[Li+:23].[OH-:22].[OH2:24].[OH2:32]>>[O:2]=[C:3]([CH2:4][n:5]1[cH:6][c:7]([C:15]([C:16]([F:17])([F:18])[F:19])=[O:20])[c:8]2[cH:9][cH:10][c:11]([Cl:14])[cH:12][c:13]12)[OH:21]. Reactants: C1CCOC1, COC(=O)Cn1cc(C(=O)C(F)(F)F)c2ccc(Cl)cc21, CO, CCOC(C)=O, [Li+], [OH-], O, O. Yields the product O=C(O)Cn1cc(C(=O)C(F)(F)F)c2ccc(Cl)cc21.